From a dataset of the Open Reaction Database (ORD), a public repository of structured organic reaction records. describe an organic reaction: reactants, conditions, products, and yield Reactants: CC(C(C)C=1C=C(C=C(O)C1)O)CCCCC (5-(3-methyl-2-octyl)resorcinol), C(C)(=O)C(C(=O)OCC)CCC(=O)OCC (diethyl α-acetylglutarate), O(Cl)Cl (oxychloride). Run in benzene-ether. Conditions: time 12 day. Yields the product OC1=C2C(=C(C(OC2=CC(=C1)C(C)C(CCCCC)C)=O)CCC(=O)OCC)C (Ethyl 5-Hydroxy-4-Methyl-7-(3-Methyl-2-Octyl)Coumarin-3-Propionate). RXN SMILES: [CH3:1][CH:2]([CH2:13][CH2:14][CH2:15][CH2:16][CH3:17])[CH:3]([C:5]1[CH:6]=[C:7]([OH:12])[CH:8]=[C:9]([CH:11]=1)[OH:10])[CH3:4].[C:18]([CH:21]([CH2:27][CH2:28][C:29]([O:31][CH2:32][CH3:33])=[O:30])[C:22](OCC)=[O:23])(=O)[CH3:19].O(Cl)Cl>>[OH:10][C:9]1[CH:11]=[C:5]([CH:3]([CH:2]([CH3:1])[CH2:13][CH2:14][CH2:15][CH2:16][CH3:17])[CH3:4])[CH:6]=[C:7]2[C:8]=1[C:18]([CH3:19])=[C:21]([CH2:27][CH2:28][C:29]([O:31][CH2:32][CH3:33])=[O:30])[C:22](=[O:23])[O:12]2. Procedure details: A mixture of 262 g. (1.109 mole) of 5-(3-methyl-2-octyl)resorcinol, 283 g. (1.23 mole) of diethyl α-acetylglutarate, and 170 g. (1.11 mole) of phorphorus oxychloride protected from atmospheric mositure is stirred at room temperature for 12 days. The mixture is taken up in benzene-ether and the solution is washed several times with water, aqueous sodium bicarbonate, water and dried over anhydrous magnesium sulfate. After removal of the solvent, 441 g. of an oil is obtained, which solidifies on st...